From a dataset of the Open Reaction Database (ORD), a public repository of structured organic reaction records. describe an organic reaction: reactants, conditions, products, and yield The reactants are [Br-].C1(=CC=CC=C1)C1(C(OCC1)=[N+](C)C)C1=CC=CC=C1 (N-(dihydro-3,3-diphenyl-2(3H)-furanylidene)-N-methylmethanaminium bromide), FC1=CC=C(C=C1)CN1C(=NC2=C1C=CC=C2)CC2CCNCC2 (1-[(4-fluorophenyl)methyl]-2-(4-piperidinylmethyl)-1H-benzimidazole), C([O-])([O-])=O.[Na+].[Na+] (sodium carbonate), CN(C=O)C (N,N-dimethylformamide). The solvent is O (water). Conditions: temperature 70 celsius, time 8 hour. Product: FC1=CC=C(C=C1)CN1C(=NC2=C1C=CC=C2)CC2CCN(CC2)CCC(C(=O)N(C)C)(C2=CC=CC=C2)C2=CC=CC=C2 (4-[[1-[(4-fluorophenyl)methyl]-1H-benzimidazol-2-yl]methyl]-N,N-dimethyl-α,α-diphenyl-1-piperidinebutanamide). Isolated yield 20.0%. RXN SMILES: [Br-].[C:2]1([C:8]2([C:16]3[CH:21]=[CH:20][CH:19]=[CH:18][CH:17]=3)[CH2:12][CH2:11][O:10][C:9]2=[N+:13]([CH3:15])[CH3:14])[CH:7]=[CH:6][CH:5]=[CH:4][CH:3]=1.[F:22][C:23]1[CH:28]=[CH:27][C:26]([CH2:29][N:30]2[C:34]3[CH:35]=[CH:36][CH:37]=[CH:38][C:33]=3[N:32]=[C:31]2[CH2:39][CH:40]2[CH2:45][CH2:44][NH:43][CH2:42][CH2:41]2)=[CH:25][CH:24]=1.C(=O)([O-])[O-].[Na+].[Na+].CN(C)C=O>O>[F:22][C:23]1[CH:28]=[CH:27][C:26]([CH2:29][N:30]2[C:34]3[CH:35]=[CH:36][CH:37]=[CH:38][C:33]=3[N:32]=[C:31]2[CH2:39][CH:40]2[CH2:41][CH2:42][N:43]([CH2:11][CH2:12][C:8]([C:16]3[CH:21]=[CH:20][CH:19]=[CH:18][CH:17]=3)([C:2]3[CH:7]=[CH:6][CH:5]=[CH:4][CH:3]=3)[C:9]([N:13]([CH3:15])[CH3:14])=[O:10])[CH2:44][CH2:45]2)=[CH:25][CH:24]=1 |f:0.1,3.4.5|. Reported procedure: A mixture of 5.55 parts of N-(dihydro-3,3-diphenyl-2(3H)-furanylidene)-N-methylmethanaminium bromide, 4.85 parts of 1-[(4-fluorophenyl)methyl]-2-(4-piperidinylmethyl)-1H-benzimidazole, 2 parts of sodium carbonate and 90 parts of N,N-dimethylformamide was stirred overnight at 70° C. The reaction mixture was poured into water. The product was extracted with 4-methyl-2-pentanone. The extract was dried, filtered and evaporated. The residue was purified by column chromatography over silica gel using ... Reactants: COC(=O)N[C@@H](C(=O)O)C1=CC=CC=C1 ((R)-2-(methoxycarbonylamino)-2-phenylacetic acid), O[C@H]1C[C@H](N(C1)C([C@H](C(C)C)NC(=O)OC)=O)C=1NC=C(N1)C=1C=C2C=CC(=CC2=CC1)C1=CC=C(C=C1)C1=CN=C(N1)[C@H]1N(CCC1)C(=O)OC(C)(C)C ((S)-tert-butyl 2-(5-(4-(6-(2-((2S,4S)-4-hydroxy-1-((S)-2-(methoxycarbonylamino)-3-methylbutanoyl)pyrrolidin-2-yl)-1H-imidazol-4-yl)naphthalen-2-yl)phenyl)-1H-imidazol-2-yl)pyrrolidine-1-carboxylate), O[C@H]1C[C@H](N(C1)C([C@H](C(C)C)NC(=O)OC)=O)C=1NC=C(N1)C1=CC=C(C=C1)C=1C=C2C=CC(=CC2=CC1)C1=CN=C(N1)[C@H]1N(CCC1)C(=O)OC(C)(C)C ((S)-tert-butyl 2-(5-(6-(4-(2-((2S,4S)-4-hydroxy-1-((S)-2-(methoxycarbonylamino)-3-methylbutanoyl)pyrrolidin-2-yl)-1H-imidazol-4-yl)phenyl)naphthalen-2-yl)-1H-imidazol-2-yl)pyrrolidine-1-carboxylate). Yields the product COC(NC(C(C)C)C(=O)N1C(CC(C1)=O)C=1NC=C(N1)C1=CC2=CC=C(C=C2C=C1)C1=CC=C(C=C1)C=1NC(=NC1)C1N(CCC1)C(C(C1=CC=CC=C1)N(C)C)=O)=O ([1-(2-{4-[6-(4-{2-[1-(2-Dimethylamino-2-phenyl-acetyl)-pyrrolidin-2-yl]-3H-imidazol-4-yl}-phenyl)-naphthalen-2-yl]-1H-imidazol-2-yl}-4-oxo-pyrrolidine-1-carbonyl)-2-methyl-propyl]-carbamic acid methyl ester). RXN SMILES: CO[C:3]([NH:5][C@H:6]([C:10]1[CH:15]=[CH:14][CH:13]=[CH:12][CH:11]=1)[C:7]([OH:9])=O)=O.[OH:16][C@@H:17]1[CH2:21][N:20]([C:22](=[O:32])[C@@H:23]([NH:27][C:28]([O:30][CH3:31])=[O:29])[CH:24]([CH3:26])[CH3:25])[C@H:19]([C:33]2[NH:34][CH:35]=[C:36]([C:38]3[CH:39]=[C:40]4[C:45](=[CH:46][CH:47]=3)[CH:44]=[C:43]([C:48]3[CH:53]=[CH:52][C:51]([C:54]5[NH:58][C:57]([C@@H:59]6[CH2:63][CH2:62][CH2:61][N:60]6C(OC(C)(C)C)=O)=[N:56][CH:55]=5)=[CH:50][CH:49]=3)[CH:42]=[CH:41]4)[N:37]=2)[CH2:18]1.O[C@@H:72]1CN(C(=O)[C@@H](NC(OC)=O)C(C)C)[C@H](C2NC=C(C3C=CC(C4C=C5C(=CC=4)C=C(C4NC([C@@H]6CCCN6C(OC(C)(C)C)=O)=NC=4)C=C5)=CC=3)N=2)C1>>[CH3:31][O:30][C:28](=[O:29])[NH:27][CH:23]([C:22]([N:20]1[CH2:21][C:17](=[O:16])[CH2:18][CH:19]1[C:33]1[NH:34][CH:35]=[C:36]([C:38]2[CH:47]=[CH:46][C:45]3[C:40](=[CH:41][CH:42]=[C:43]([C:48]4[CH:53]=[CH:52][C:51]([C:54]5[NH:58][C:57]([CH:59]6[CH2:63][CH2:62][CH2:61][N:60]6[C:7](=[O:9])[CH:6]([N:5]([CH3:3])[CH3:72])[C:10]6[CH:11]=[CH:12][CH:13]=[CH:14][CH:15]=6)=[N:56][CH:55]=5)=[CH:50][CH:49]=4)[CH:44]=3)[CH:39]=2)[N:37]=1)=[O:32])[CH:24]([CH3:26])[CH3:25]. Reported procedure: [1-(2-{4-[6-(4-{2-[1-(2-Dimethylamino-2-phenyl-acetyl)-pyrrolidin-2-yl]-3H-imidazol-4-yl}-phenyl)-naphthalen-2-yl]-1H-imidazol-2-yl}-4-oxo-pyrrolidine-1-carbonyl)-2-methyl-propyl]-carbamic acid methyl ester was prepared following Example BN substituting (R)-2-(dimethylamino)-2-phenylacetic acid for (R)-2-(methoxycarbonylamino)-2-phenylacetic acid and (S)-tert-butyl 2-(5-(4-(6-(2-((2S,4S)-4-hydroxy-1-((S)-2-(methoxycarbonylamino)-3-methylbutanoyl)pyrrolidin-2-yl)-1H-imidazol-4-yl)naphthalen-2-yl)... Reactants: NC(CC(=O)OCC)C (ethyl 3-aminobutanoate), C(C=C)(=O)OCC (ethyl 2-propenoate). Solvent: CCO (EtOH). The product is C(C)OC(CCNC(CC(=O)OCC)C)=O (ethyl 3-{[3-(ethyloxy)-3-oxopropyl]amino}butanoate). As a reaction SMILES: [NH2:1][CH:2]([CH3:9])[CH2:3][C:4]([O:6][CH2:7][CH3:8])=[O:5].[C:10]([O:14][CH2:15][CH3:16])(=[O:13])[CH:11]=[CH2:12]>CCO>[CH2:15]([O:14][C:10](=[O:13])[CH2:11][CH2:12][NH:1][CH:2]([CH3:9])[CH2:3][C:4]([O:6][CH2:7][CH3:8])=[O:5])[CH3:16]. Reported procedure: A solution of ethyl 3-aminobutanoate (4.2 g) and of ethyl 2-propenoate (3.83 mL) in EtOH (20 mL) was stirred at room temperature for 8 h. The solvent was evaporated under reduced pressure and the residue purified by chromatography on NH column eluting with a gradient from 100% cyclohexane to 90% ethyl acetate/cyclohexane. The title compound was isolated as a colourless oil, 3.9 g (MS (m/z): 232 [MH]+. Reactants: [BH4-], COc1ccc(COC2C=C(C)C(=O)CC(C)(C)C2OC(=O)c2ccccc2)cc1, CCO, [Na+]. The product is COc1ccc(COC2C=C(C)C(O)CC(C)(C)C2OC(=O)c2ccccc2)cc1. As a reaction SMILES: [BH4-:31].[C:1]([c:2]1[cH:3][cH:4][cH:5][cH:6][cH:7]1)(=[O:8])[O:9][CH:10]1[CH:11]([O:21][CH2:22][c:23]2[cH:24][cH:25][c:26]([O:29][CH3:30])[cH:27][cH:28]2)[CH:12]=[C:13]([CH3:20])[C:14](=[O:19])[CH2:15][C:16]1([CH3:17])[CH3:18].[CH3:33][CH2:34][OH:35].[Na+:32]>>[C:1]([c:2]1[cH:3][cH:4][cH:5][cH:6][cH:7]1)(=[O:8])[O:9][CH:10]1[CH:11]([O:21][CH2:22][c:23]2[cH:24][cH:25][c:26]([O:29][CH3:30])[cH:27][cH:28]2)[CH:12]=[C:13]([CH3:20])[CH:14]([OH:19])[CH2:15][C:16]1([CH3:17])[CH3:18]. The reactants are CN(C=O)C (N,N-dimethylformamide), C(C)(C)ON=C(C1=CC(=CC=C1)O)N1N=CN=C1 (1-(O-isopropyl-3-hydroxybenzohydroximoyl)-1H-1,2,4-triazole), C(C(C)C)Br (isobutyl bromide), C([O-])([O-])=O.[K+].[K+] (potassium carbonate). The solvent is O (water). Reaction conditions: temperature 80 celsius, time 1 hour. Product: C(C)(C)ON=C(C1=CC(=CC=C1)CCC(C)C)N1N=CN=C1 (1-(O-isopropyl-3-isopentylbenzohydroximoyl)-1H-1,2,4-triazole). Yield: 73.0%. Reaction SMILES: CN(C)C=O.[CH:6]([O:9][N:10]=[C:11]([N:19]1[CH:23]=[N:22][CH:21]=[N:20]1)[C:12]1[CH:17]=[CH:16][CH:15]=[C:14](O)[CH:13]=1)([CH3:8])[CH3:7].[CH2:24](Br)[CH:25]([CH3:27])[CH3:26].[C:29](=O)([O-])[O-].[K+].[K+]>O>[CH:6]([O:9][N:10]=[C:11]([N:19]1[CH:23]=[N:22][CH:21]=[N:20]1)[C:12]1[CH:17]=[CH:16][CH:15]=[C:14]([CH2:29][CH2:24][CH:25]([CH3:27])[CH3:26])[CH:13]=1)([CH3:8])[CH3:7] |f:3.4.5|. Procedure details: To 100 ml of N,N-dimethylformamide was added 1.2 g (4.9 mmol) of 1-(O-isopropyl-3-hydroxybenzohydroximoyl)-1H-1,2,4-triazole, 0.7 g (5.1 mmol) of isobutyl bromide, and 0.8 g (5.8 mmol) of potassium carbonate. The mixture was stirred for 1 hour at 80° C. to complete the reaction. The reaction mixture was allowed to sit and cool naturally. The cooled reaction mixture was poured into water and extracted with ethyl acetate. The organic layer was dried over anhydrous magnesium sulfate. The solvent in... Reactants: CO, O=C(O)Cc1ccc(Cl)c(Cl)c1, O=C(OC(=O)C(F)(F)F)C(F)(F)F, c1ccsc1. The product is O=C(Cc1ccc(Cl)c(Cl)c1)c1cccs1. RXN SMILES: [CH3:31][OH:32].[Cl:1][c:2]1[cH:3][c:4]([CH2:9][C:10](=[O:11])[OH:12])[cH:5][cH:6][c:7]1[Cl:8].[F:18][C:19]([F:20])([F:21])[C:22]([O:23][C:24](=[O:25])[C:26]([F:27])([F:28])[F:29])=[O:30].[cH:13]1[cH:14][cH:15][s:16][cH:17]1>>[Cl:1][c:2]1[cH:3][c:4]([CH2:9][C:10](=[O:12])[c:15]2[cH:14][cH:13][cH:17][s:16]2)[cH:5][cH:6][c:7]1[Cl:8]. Reactants: ClC=1C=C(C=NC1OCC(F)(F)F)C(C)NC(=O)C1=CC(=NC(=C1)C)C(=O)O (4-((1-(5-chloro-6-(2,2,2-trifluoroethoxy)pyridin-3-yl)ethyl)carbamoyl)-6-methylpicolinic acid), Cl.C(C)N (ethanamine hydrochloride). Yields the product ClC=1C=C(C=NC1OCC(F)(F)F)C(C)NC(=O)C1=CC(=NC(=C1)C)C(=O)NCC (N4-(1-(5-chloro-6-(2,2,2-trifluoroethoxy)pyridin-3-yl)ethyl)-N2-ethyl-6-methylpyridine-2,4-dicarboxamide). RXN SMILES: [Cl:1][C:2]1[CH:3]=[C:4]([CH:14]([NH:16][C:17]([C:19]2[CH:24]=[C:23]([CH3:25])[N:22]=[C:21]([C:26]([OH:28])=O)[CH:20]=2)=[O:18])[CH3:15])[CH:5]=[N:6][C:7]=1[O:8][CH2:9][C:10]([F:13])([F:12])[F:11].Cl.[CH2:30]([NH2:32])[CH3:31]>>[Cl:1][C:2]1[CH:3]=[C:4]([CH:14]([NH:16][C:17]([C:19]2[CH:24]=[C:23]([CH3:25])[N:22]=[C:21]([C:26]([NH:32][CH2:30][CH3:31])=[O:28])[CH:20]=2)=[O:18])[CH3:15])[CH:5]=[N:6][C:7]=1[O:8][CH2:9][C:10]([F:12])([F:13])[F:11] |f:1.2|. Reported procedure: The title compound is prepared from 4-((1-(5-chloro-6-(2,2,2-trifluoroethoxy)pyridin-3-yl)ethyl)carbamoyl)-6-methylpicolinic acid (15 mg, 0.04 mmol, Step-2, single enantiomer) and ethanamine hydrochloride by the similar manner in Example-2. Starting materials: O=C(OCC(=C1CN(C(c2ccc(Cl)cc2)c2ccc(Cl)cc2)C1)c1cc(F)cc(F)c1)Oc1ccc([N+](=O)[O-])cc1, ClCCl, CC(C)N. Yields the product CC(C)NC(=O)OCC(=C1CN(C(c2ccc(Cl)cc2)c2ccc(Cl)cc2)C1)c1cc(F)cc(F)c1. RXN SMILES: [C:1]([O:2][CH2:3][C:4]([c:5]1[cH:6][c:7]([F:12])[cH:8][c:9]([F:11])[cH:10]1)=[C:13]1[CH2:14][N:15]([CH:17]([c:18]2[cH:19][cH:20][c:21]([Cl:24])[cH:22][cH:23]2)[c:25]2[cH:26][cH:27][c:28]([Cl:31])[cH:29][cH:30]2)[CH2:16]1)([O:32][c:34]1[cH:35][cH:36][c:37]([N+:38]([O-:39])=[O:40])[cH:41][cH:42]1)=[O:33].[CH2:47]([Cl:48])[Cl:49].[CH3:43][CH:44]([CH3:45])[NH2:46]>>[C:1]([O:2][CH2:3][C:4]([c:5]1[cH:6][c:7]([F:12])[cH:8][c:9]([F:11])[cH:10]1)=[C:13]1[CH2:14][N:15]([CH:17]([c:18]2[cH:19][cH:20][c:21]([Cl:24])[cH:22][cH:23]2)[c:25]2[cH:26][cH:27][c:28]([Cl:31])[cH:29][cH:30]2)[CH2:16]1)(=[O:32])[NH:46][CH:44]([CH3:43])[CH3:45].